From a dataset of the Open Reaction Database (ORD), a public repository of structured organic reaction records. describe an organic reaction: reactants, conditions, products, and yield The reactants are ClC1(C(NCCC(C1)C(C)C)=O)Cl (3,3-Dichloro-5-isopropyl-azepan-2-one), C(C)(=O)[O-].[Na+] (sodium acetate). Reagents/catalysts: Pd-c. Solvent: C(C)(=O)O (acetic acid). Reaction conditions: time 90 minute. Yields the product ClC1C(NCCC(C1)C(C)C)=O (3-Chloro-5-isopropyl-azepan-2-one). As a reaction SMILES: [Cl:1][C:2]1(Cl)[CH2:8][CH:7]([CH:9]([CH3:11])[CH3:10])[CH2:6][CH2:5][NH:4][C:3]1=[O:12].C([O-])(=O)C.[Na+]>C(O)(=O)C>[Cl:1][CH:2]1[CH2:8][CH:7]([CH:9]([CH3:10])[CH3:11])[CH2:6][CH2:5][NH:4][C:3]1=[O:12] |f:1.2|. Reported procedure: 3,3-Dichloro-5-isopropyl-azepan-2-one (5.00 g, 22.3 mmol) was dissolved in acetic acid (125 ml) and sodium acetate (anhydrous, 2.38 g, 29.0 mmol), 10% Pd-c catalyst (0.22 g) were added. The degassed mixture was hydrogenated at r.t. and atmospheric pressure for 90 min. The reaction mixture was filtered and concentrated under reduced pressure. The residue was purified over silica gel (ethyl acetate/n-heptane 1:1): 3.49 g (74%) 1H NMR (CDCl3) δ 0.88-0.90 (m, 6H), 1.26-1.29 (m, 1H), 1.63-1.67 (m, 2H... Reactants: C(C)(C)(C)OC(NCC=1N(C(C2=CC=C(C=C2C1C1=CC=CC=C1)N1COC(=N1)C)=O)CC(C)C)=O (tert-butyl[2-isobutyl-6-(5-methyl-1,3,4-oxadiazol-3-yl)-1-oxo-4-phenyl-1,2-dihydro-3-isoquinolinyl]methylcarbamate), Cl (hydrogen chloride). Solvent: C(C)(=O)OCC (ethyl acetate). Run at time 17 hour. Yields the product NCC=1N(C(C2=CC=C(C=C2C1C1=CC=CC=C1)N1COC(=N1)C)=O)CC(C)C (3-(Aminomethyl)-2-isobutyl-6-(5-methyl-1,3,4-oxadiazol-3-yl)-4-phenyl-1(2H)-isoquinolinone). Isolated yield 68.7%. RXN SMILES: C(OC(=O)[NH:7][CH2:8][C:9]1[N:10]([CH2:32][CH:33]([CH3:35])[CH3:34])[C:11](=[O:31])[C:12]2[C:17]([C:18]=1[C:19]1[CH:24]=[CH:23][CH:22]=[CH:21][CH:20]=1)=[CH:16][C:15]([N:25]1[N:29]=[C:28]([CH3:30])[O:27][CH2:26]1)=[CH:14][CH:13]=2)(C)(C)C.Cl>C(OCC)(=O)C>[NH2:7][CH2:8][C:9]1[N:10]([CH2:32][CH:33]([CH3:35])[CH3:34])[C:11](=[O:31])[C:12]2[C:17]([C:18]=1[C:19]1[CH:20]=[CH:21][CH:22]=[CH:23][CH:24]=1)=[CH:16][C:15]([N:25]1[N:29]=[C:28]([CH3:30])[O:27][CH2:26]1)=[CH:14][CH:13]=2. Procedure: To tert-butyl[2-isobutyl-6-(5-methyl-1,3,4-oxadiazol-3-yl)-1-oxo-4-phenyl-1,2-dihydro-3-isoquinolinyl]methylcarbamate (0.20 g, 0.41 mmol) was added a solution (4 mL) of 4N hydrogen chloride in ethyl acetate and the mixture was stirred at room temperature for 17 h. The reaction mixture was concentrated under reduced pressure and to the residue was added diisopropyl ether (5 mL). The precipitated powder was collected by filtration. To this powder was added saturated aqueous sodium hydrogencarbonat... Reactants: CC1=C(C[C@H](N)C(=O)N[C@H](C)C(=O)NCCCC2=CC=CC=C2)C(=CC(=C1)OC(=O)NC1=CC=CC=C1)C (2,6-dimethyl-O-[(phenylamino)carbonyl]-L-tyrosyl-N-(3-phenylpropyl)-D-alaninamide), Cl.O1CCOCC1 (HCl dioxane), NC(CC1=CC=C(C=C1)O)C(=O)O (DL-tyrosine). The solvent is C(C)(=O)O (acetic acid). Product: Boc, Cl.CC1=C(C[C@H](N)C(=O)N[C@H](C)C(=O)NCCCC2=CC=CC=C2)C(=CC(=C1)OC(=O)NC1=CC=CC=C1)C (2,6-dimethyl-O-[(phenylamino)carbonyl]-L-tyrosyl-N-(3-phenylpropyl)-D-alaninamide, monohydrochloride). Reaction SMILES: NC(C(O)=O)CC1C=CC(O)=CC=1.[CH3:14][C:15]1[CH:40]=[C:39]([O:41][C:42]([NH:44][C:45]2[CH:50]=[CH:49][CH:48]=[CH:47][CH:46]=2)=[O:43])[CH:38]=[C:37]([CH3:51])[C:16]=1[CH2:17][C@@H:18]([C:20]([NH:22][C@@H:23]([C:25]([NH:27][CH2:28][CH2:29][CH2:30][C:31]1[CH:36]=[CH:35][CH:34]=[CH:33][CH:32]=1)=[O:26])[CH3:24])=[O:21])[NH2:19].[ClH:52].O1CCOCC1>C(O)(=O)C>[ClH:52].[CH3:14][C:15]1[CH:40]=[C:39]([O:41][C:42]([NH:44][C:45]2[CH:50]=[CH:49][CH:48]=[CH:47][CH:46]=2)=[O:43])[CH:38]=[C:37]([CH3:51])[C:16]=1[CH2:17][C@@H:18]([C:20]([NH:22][C@@H:23]([C:25]([NH:27][CH2:28][CH2:29][CH2:30][C:31]1[CH:36]=[CH:35][CH:34]=[CH:33][CH:32]=1)=[O:26])[CH3:24])=[O:21])[NH2:19] |f:2.3,5.6|. Procedure: The Boc-precursor of the titled compound is prepared according to the method of Example 2 using the diastereomer, N[(1,1-dimethylethoxy)carbonyl]-2,6-dimethyl-L-tyrosyl-N-(3-phenylpropyl)-D-alaniamide, in place of its DL-tyrosine containing analogs. The resulting 2,6-dimethyl-O-[(phenylamino)carbonyl]-L-tyrosyl-N-(3-phenylpropyl)-D-alaninamide is then reacted with glacial acetic acid and 6.8N HCl-dioxane according to the method of Example 3 to produce the titled hydrochloride. Starting materials: COC(=O)CC(OC)OC, Cl, Cl, Cl, NC1CCC(CCN2CCN(c3nccc4c3OCC4)CC2)CC1. Yields the product COC(CC(=O)NC1CCC(CCN2CCN(c3nccc4c3OCC4)CC2)CC1)OC. As a reaction SMILES: [CH3:28][O:29][CH:30]([CH2:31][C:32](=[O:33])[O:34][CH3:35])[O:36][CH3:37].[ClH:1].[ClH:2].[ClH:3].[O:4]1[CH2:5][CH2:6][c:7]2[c:8]1[c:9]([N:13]1[CH2:14][CH2:15][N:16]([CH2:19][CH2:20][CH:21]3[CH2:22][CH2:23][CH:24]([NH2:27])[CH2:25][CH2:26]3)[CH2:17][CH2:18]1)[n:10][cH:11][cH:12]2>>[O:4]1[CH2:5][CH2:6][c:7]2[c:8]1[c:9]([N:13]1[CH2:14][CH2:15][N:16]([CH2:19][CH2:20][CH:21]3[CH2:22][CH2:23][CH:24]([NH:27][C:32]([CH2:31][CH:30]([O:29][CH3:28])[O:36][CH3:37])=[O:33])[CH2:25][CH2:26]3)[CH2:17][CH2:18]1)[n:10][cH:11][cH:12]2. The reactants are ClC1=CC=C(C(=O)C=2C=C(CBr)C=CC2)C=C1 (3-(4-chlorobenzoyl)benzyl bromide), [N-]=[N+]=[N-].[Na+] (sodium azide). Solvent: C(C)O (ethanol). Reaction conditions: time 16 hour. The product is ClC1=CC=C(C(=O)C=2C=C(CN=[N+]=[N-])C=CC2)C=C1 (3-(4-chlorobenzoyl)-benzyl azide). Yield: 100.1%. RXN SMILES: [Cl:1][C:2]1[CH:17]=[CH:16][C:5]([C:6]([C:8]2[CH:9]=[C:10]([CH:13]=[CH:14][CH:15]=2)[CH2:11]Br)=[O:7])=[CH:4][CH:3]=1.[N-:18]=[N+:19]=[N-:20].[Na+]>C(O)C>[Cl:1][C:2]1[CH:17]=[CH:16][C:5]([C:6]([C:8]2[CH:9]=[C:10]([CH:13]=[CH:14][CH:15]=2)[CH2:11][N:18]=[N+:19]=[N-:20])=[O:7])=[CH:4][CH:3]=1 |f:1.2|. Procedure: A mixture of 3-(4-chlorobenzoyl)benzyl bromide (4.2 g, 13.6 mmol) and sodium azide (1.32 g, 20.3 mmol) in ethanol (40 ml) was refluxed for 5 hours, cooled to ambient temperature, and kept 16 hours. The mixture was filtered and the solids were washed twice with ethanol. The combined filtrate and washes were evaporated to dryness under vacuum and the residue was treated with diethyl ether and filtered. The filtrate was evaporated to dryness under vacuum and dried to provide 3.7 g (100%) of 3-(4-ch... Starting materials: O(C1=CC=CC=C1)C1=CC=C(C=C1)NC1CN2CCC1CC2 (N-(4-phenoxyphenyl)quinuclidin-3-amine), Cl (HCl), O1CCOCC1 (1,4-dioxane). Solvent: C(C)(=O)OCC (ethyl acetate). Yields the product Cl.Cl.O(C1=CC=CC=C1)C1=CC=C(C=C1)NC1CN2CCC1CC2 (N-(4-phenoxyphenyl)quinuclidin-3-amine dihydrochloride). Reaction SMILES: [O:1]([C:8]1[CH:13]=[CH:12][C:11]([NH:14][CH:15]2[CH:20]3[CH2:21][CH2:22][N:17]([CH2:18][CH2:19]3)[CH2:16]2)=[CH:10][CH:9]=1)[C:2]1[CH:7]=[CH:6][CH:5]=[CH:4][CH:3]=1.[ClH:23].O1CCOCC1>C(OCC)(=O)C>[ClH:23].[ClH:23].[O:1]([C:8]1[CH:9]=[CH:10][C:11]([NH:14][CH:15]2[CH:20]3[CH2:19][CH2:18][N:17]([CH2:22][CH2:21]3)[CH2:16]2)=[CH:12][CH:13]=1)[C:2]1[CH:3]=[CH:4][CH:5]=[CH:6][CH:7]=1 |f:4.5.6|. Reported procedure: The product of Example 30A (1.46 g, 4.9 mmol) in ethyl acetate (20 mL) was treated with 4M HCl in 1,4-dioxane (5 mL, 20 mmol). The title compound was obtained as a solid (1.40 g, yield, 77%). 1H NMR (MeOH-d4, 300 MHz) δ 1.90–2.00 (m, 1H), 2.05–2.15 (m, 2H), 2.35–2.45 (m, 2H), 3.15 (ddd, J=12.9, 5.1, 2.4 Hz, 1H) 3.30–3.50 (m, 4H), 3.80 (ddd, J=12.9, 9.5, 2.7 Hz, 1H), 3.95–4.10 (m, 1H), 6.85–7.00 (m, 6H), 7.04 (tt, J=8.4, 1.0 Hz, 1H), 7.26–7.32 (m, 2H) ppm. MS (DCl/NH3) m/z 295 (M+H)+. Anal. Calcu... Starting materials: FC1(CC(CCC1)CNC(=O)C=1C=2C=CC(=NC2C=CC1Cl)Cl)F (2,6-dichloro-quinoline-5-carboxylic acid (3,3-difluoro-cyclohexylmethyl)-amide), CCN(C(C)C)C(C)C (DIPEA), F[C@H]1CNCC1 ((R)-3-fluoropyrrolidine). Product: FC1(CC(CCC1)CNC(=O)C=1C=2C=CC(=NC2C=CC1Cl)N1C[C@@H](CC1)F)F (6-Chloro-2-((R)-3-fluoropyrrolidin-1-yl)-quinoline-5-carboxylic acid (3,3-difluoro-cyclohexylmethyl)-amide). Reaction SMILES: [F:1][C:2]1([F:24])[CH2:7][CH2:6][CH2:5][CH:4]([CH2:8][NH:9][C:10]([C:12]2[C:13]3[CH:14]=[CH:15][C:16](Cl)=[N:17][C:18]=3[CH:19]=[CH:20][C:21]=2[Cl:22])=[O:11])[CH2:3]1.CCN(C(C)C)C(C)C.[F:34][C@@H:35]1[CH2:39][CH2:38][NH:37][CH2:36]1>>[F:1][C:2]1([F:24])[CH2:7][CH2:6][CH2:5][CH:4]([CH2:8][NH:9][C:10]([C:12]2[C:13]3[CH:14]=[CH:15][C:16]([N:37]4[CH2:38][CH2:39][C@@H:35]([F:34])[CH2:36]4)=[N:17][C:18]=3[CH:19]=[CH:20][C:21]=2[Cl:22])=[O:11])[CH2:3]1. Reported procedure: The title compound was synthesized according to the procedure described in example 1 using 2,6-dichloro-quinoline-5-carboxylic acid (3,3-difluoro-cyclohexylmethyl)-amide, DIPEA and (R)-3-fluoropyrrolidine. 1H NMR (400 MHz, DMSO-d6) δ ppm 8.75 (1H), 7.75 (m, 1H), 7.55 (2H), 7.05 (1H), 5.43-5.56 (1H), 3.89 (m, 2H), 3.70 (m, 1H), 3.55 (m, 1H), 3.26 (m, 2H), 2.44 (m, 2H), 2.06 (m, 2H), 1.85 (m, 2H), 1.74-1.76 (m, 5H), 1.27-1.32 (m, 2H). m/z: 426 [M+H] Starting materials: FC=1C=C(C=CC1F)O (3,4-difluorophenol), ClCC1OC1 (chloromethyloxirane), C([O-])([O-])=O.[K+].[K+] (potassium carbonate). The solvent is CC(C)=O (2-propanone). Run at time 48 hour. Product: FC=1C=C(OCC2OC2)C=CC1F ([(3,4-difluorophenoxy)methyl]oxirane). The yield is 53.9%. RXN SMILES: [F:1][C:2]1[CH:3]=[C:4]([OH:9])[CH:5]=[CH:6][C:7]=1[F:8].Cl[CH2:11][CH:12]1[CH2:14][O:13]1.C(=O)([O-])[O-].[K+].[K+]>CC(=O)C>[F:1][C:2]1[CH:3]=[C:4]([CH:5]=[CH:6][C:7]=1[F:8])[O:9][CH2:11][CH:12]1[CH2:14][O:13]1 |f:2.3.4|. Procedure: A mixture of 117.1 g of 3,4-difluorophenol, 185.5 g of chloromethyloxirane, 125 g of potassium carbonate and 500 ml of 2-propanone was stirred for 48 hours at reflux temperature. The reaction mixture was evaporated and the residue was taken up in dichloromethane. The whole was washed successively with water, NaOH (aq.) (2×) and water, and was then dried, filtered and evaporated. The residue was distilled (13.3 Pa, 58° C.), yielding 90.4 g (54.0%) of [(3,4-difluorophenoxy)methyl]oxirane (interm. ...